Dataset: the Open Reaction Database (ORD), a public repository of structured organic reaction records. Task: describe an organic reaction: reactants, conditions, products, and yield The yield is 76.0%. Reactants: ( 280-CH3H7 +H ), S(=O)(=O)(C1=CC=C(C)C=C1)OC1=CC=C(C=2C(C3=CC=CC=C3C(C12)=O)=O)OS(=O)(=O)C1=CC=C(C)C=C1 (1,4-ditosyloxyanthraquinone), C(C)(C)N (isopropyl amine), Xylenes, M-C7H7SO2, ( ε6660 ). RXN SMILES: S(O[C:12]1[C:25]2[C:24](=[O:26])[C:23]3[C:18](=[CH:19][CH:20]=[CH:21][CH:22]=3)[C:17](=[O:27])[C:16]=2[C:15]([O:28][S:29]([C:32]2[CH:38]=[CH:37][C:35]([CH3:36])=[CH:34][CH:33]=2)(=[O:31])=[O:30])=[CH:14][CH:13]=1)(C1C=CC(C)=CC=1)(=O)=O.[CH:39]([NH2:42])([CH3:41])[CH3:40]>>[CH:39]([NH:42][C:12]1[C:25]2[C:24](=[O:26])[C:23]3[C:18](=[CH:19][CH:20]=[CH:21][CH:22]=3)[C:17](=[O:27])[C:16]=2[C:15]([O:28][S:29]([C:32]2[CH:38]=[CH:37][C:35]([CH3:36])=[CH:34][CH:33]=2)(=[O:31])=[O:30])=[CH:14][CH:13]=1)([CH3:41])[CH3:40]. Yields the product C(C)(C)NC1=CC=C(C=2C(C3=CC=CC=C3C(C12)=O)=O)OS(=O)(=O)C1=CC=C(C)C=C1 (1-(isopropylamino)-4-tosyloxyanthraquinone). Reported procedure: 1-(isopropylamino)-4-tosyloxyanthraquinone was prepared by reaction of 1,4-ditosyloxyanthraquinone with isopropyl amine. The isolated and purified reaction product has the structure illustrated below (where "Ts" is ##STR8## The yield was 76% and the m.p. 164°-165° C.; mass spec m/e/ 435 (M+), 420 (M-CH3), 280 (M-C7H7SO2), 238 (280-CH3H7 +H), 210 (238-CO), 182 (210-CO), 155 (C7H7SO2), 91 (C7H7); 1H-NMR (CD2Cl2)δ9.97 (br s, 1H), 8.19-8.10 (m, 2H), 7.85-7.67 (m, 4H), 7.27-6.97 (m, 4H), 4.02-3.68 (m... Run in CCO.C(Cl)Cl (EtOH CH2Cl2). Procedure: Ethyl 7-hydroxy-3-phenyl-4-((trimethylsilyl)ethynyl)isoxazolo[4,5-c]pyridine-6-carboxylate (205 mg, 0.54 mmol) was dissolved in a 1:1 mixture of EtOH/CH2Cl2 (6 mL). Cesium carbonate (211 mg, 0.65 mmol) was added and the resulting slurry was stirred at room temperature for 14 h. The solvent was evaporated and the residue was partitioned between EtOAc (25 mL) and 1 M hydrochloric acid (25 mL). The aqueous layer was extracted with CH2Cl2 and the combined organic layer was dried over MgSO4 and conce... The reactants are OC=1C2=C(C(=NC1C(=O)OCC)C#C[Si](C)(C)C)C(=NO2)C2=CC=CC=C2 (Ethyl 7-hydroxy-3-phenyl-4-((trimethylsilyl)ethynyl)isoxazolo[4,5-c]pyridine-6-carboxylate), C([O-])([O-])=O.[Cs+].[Cs+] (Cesium carbonate). Isolated yield 111.1%. Product: C(#C)C1=NC(=C(C2=C1C(=NO2)C2=CC=CC=C2)O)C(=O)OCC (Ethyl 4-ethynyl-7-hydroxy-3-phenylisoxazolo[4,5-c]pyridine-6-carboxylate). Reaction SMILES: [OH:1][C:2]1[C:3]2[O:21][N:20]=[C:19]([C:22]3[CH:27]=[CH:26][CH:25]=[CH:24][CH:23]=3)[C:4]=2[C:5]([C:13]#[C:14][Si](C)(C)C)=[N:6][C:7]=1[C:8]([O:10][CH2:11][CH3:12])=[O:9].C(=O)([O-])[O-].[Cs+].[Cs+]>CCO.C(Cl)Cl>[C:13]([C:5]1[C:4]2[C:19]([C:22]3[CH:27]=[CH:26][CH:25]=[CH:24][CH:23]=3)=[N:20][O:21][C:3]=2[C:2]([OH:1])=[C:7]([C:8]([O:10][CH2:11][CH3:12])=[O:9])[N:6]=1)#[CH:14] |f:1.2.3,4.5|. Run at time 14 hour. Reactants: ClCC(=O)Cl (chloroacetyl chloride), CN1CCOCC1 (N-methylmorpholine), N1CCOCC1 (morpholine), ice. Solvent: ClCCl (dichloromethane). Reaction conditions: time 1 hour. Yields the product N1(CCOCC1)C(=O)N.ClCC(=O)O (chloroacetic acid morpholine carboxamide). RXN SMILES: [Cl:1][CH2:2][C:3](Cl)=[O:4].C[N:7]1CC[O:10]CC1.[NH:13]1[CH2:18][CH2:17][O:16][CH2:15][CH2:14]1>ClCCl>[N:13]1([C:3]([NH2:7])=[O:4])[CH2:18][CH2:17][O:16][CH2:15][CH2:14]1.[Cl:1][CH2:2][C:3]([OH:4])=[O:10] |f:4.5|. Reported procedure: Combine chloroacetyl chloride (2.00 mL, 25.0 mmol) and N-methylmorpholine (2.76 mL, 25.0 mmol) in dichloromethane (100 mL). Cool in an ice-bath. Add morpholine (2.19 mL, 25.0 mmol) and stir in the ice-bath for 1 hour. Warm to ambient temperature and stir for 1 hour. Extract with cold aqueous 5% sulfuric acid solution, saturated aqueous sodium bicarbonate solution, and saturated aqueous sodium chloride solution. Dry the organic layer over Na2SO4, filter, and evaporate in vacuo to obtain chloroace... Starting materials: CC(C)(C)OC(=O)N1CCC(c2nc(C(F)(F)F)c(Cl)c(Br)c2N)CC1, C[Si](C)(C)[SiH]([Si](C)(C)C)[Si](C)(C)C, Cc1ccccc1, CC(C)(C#N)N=NC(C)(C)C#N, O. Product: CC(C)(C)OC(=O)N1CCC(c2nc(C(F)(F)F)c(Cl)cc2N)CC1. Reaction SMILES: [C:1]([CH3:2])([CH3:3])([CH3:4])[O:5][C:6](=[O:7])[N:8]1[CH2:9][CH2:10][CH:11]([c:14]2[n:15][c:16]([C:23]([F:24])([F:25])[F:26])[c:17]([Cl:22])[c:18]([Br:21])[c:19]2[NH2:20])[CH2:12][CH2:13]1.[CH3:27][Si:28]([SiH:29]([Si:30]([CH3:31])([CH3:32])[CH3:33])[Si:34]([CH3:35])([CH3:36])[CH3:37])([CH3:38])[CH3:39].[CH3:53][c:54]1[cH:55][cH:56][cH:57][cH:58][cH:59]1.[N:40]([C:41]([CH3:42])([CH3:43])[C:44]#[N:45])=[N:46][C:47]([CH3:48])([CH3:49])[C:50]#[N:51].[OH2:52]>>[C:1]([CH3:2])([CH3:3])([CH3:4])[O:5][C:6](=[O:7])[N:8]1[CH2:9][CH2:10][CH:11]([c:14]2[n:15][c:16]([C:23]([F:24])([F:25])[F:26])[c:17]([Cl:22])[cH:18][c:19]2[NH2:20])[CH2:12][CH2:13]1. Starting materials: C(C)(C)(C)ONC([C@@H](CCCCNC(CN(C)C)=O)N(CC1=CC=CC=C1)S(=O)(=O)C1=CC=C(C=C1)OC)=O (N-(t-Butyloxy)-2(R)-[[4-methoxybenzenesulfonyl](benzyl)amino]-6-[(N,N-dimethylglycyl)amino]hexanamide), ClC(C)Cl (dichloroethane), C(C)O (ethanol). Reaction conditions: temperature -10 celsius, time 2 day. Product: Cl.ONC([C@@H](CCCCNC(CN(C)C)=O)N(CC1=CC=CC=C1)S(=O)(=O)C1=CC=C(C=C1)OC)=O (N-hydroxy-2(R)-[[4-methoxybenzenesulfonyl](benzyl)amino]-6-[(N,N-dimethylglycyl)amino]hexanamide hydrochloride). Reaction SMILES: C([O:5][NH:6][C:7](=[O:39])[C@H:8]([N:20]([S:28]([C:31]1[CH:36]=[CH:35][C:34]([O:37][CH3:38])=[CH:33][CH:32]=1)(=[O:30])=[O:29])[CH2:21][C:22]1[CH:27]=[CH:26][CH:25]=[CH:24][CH:23]=1)[CH2:9][CH2:10][CH2:11][CH2:12][NH:13][C:14](=[O:19])[CH2:15][N:16]([CH3:18])[CH3:17])(C)(C)C.C(O)C.[Cl:43]C(Cl)C>>[ClH:43].[OH:5][NH:6][C:7](=[O:39])[C@H:8]([N:20]([S:28]([C:31]1[CH:36]=[CH:35][C:34]([O:37][CH3:38])=[CH:33][CH:32]=1)(=[O:30])=[O:29])[CH2:21][C:22]1[CH:27]=[CH:26][CH:25]=[CH:24][CH:23]=1)[CH2:9][CH2:10][CH2:11][CH2:12][NH:13][C:14](=[O:19])[CH2:15][N:16]([CH3:18])[CH3:17] |f:3.4|. Procedure details: N-(t-Butyloxy)-2(R)-[[4-methoxybenzenesulfonyl](benzyl)amino]-6-[(N,N-dimethylglycyl)amino]hexanamide (2.17 g, 3.86 mmol) is dissolved in dichloroethane (12 mL) containing ethanol (0.22 mL, 3.86 mmol), and the reaction is cooled to -10° C. Hydrochloric acid gas is bubbled through this solution for 30 minutes. The reaction is sealed, warmed to room temperature and stirred for 2 days. The solvent is reduced to 1/2 volume by evaporating solvent, and triturated with ether. The resulting solid is rem... Product: COc1ccc2c(Cc3c(Cl)cncc3Cl)nnc(N3CCN(C)CC3)c2c1. As a reaction SMILES: [CH3:23][N:24]1[CH2:25][CH2:26][NH:27][CH2:28][CH2:29]1.[Cl:1][c:2]1[n:3][n:4][c:5]([CH2:14][c:15]2[c:16]([Cl:22])[cH:17][n:18][cH:19][c:20]2[Cl:21])[c:6]2[cH:7][cH:8][c:9]([O:12][CH3:13])[cH:10][c:11]12.[O:30]=[CH:31][N:32]([CH3:33])[CH3:34]>>[c:2]1([N:27]2[CH2:26][CH2:25][N:24]([CH3:23])[CH2:29][CH2:28]2)[n:3][n:4][c:5]([CH2:14][c:15]2[c:16]([Cl:22])[cH:17][n:18][cH:19][c:20]2[Cl:21])[c:6]2[cH:7][cH:8][c:9]([O:12][CH3:13])[cH:10][c:11]12. Reactants: CN1CCNCC1, COc1ccc2c(Cc3c(Cl)cncc3Cl)nnc(Cl)c2c1, CN(C)C=O. The reactants are CO, Cl, CC(C)Nc1nccc(-c2c(-c3ccc(F)cc3)nn3c2CN(C(=O)OCc2ccccc2)CC3)n1, [Pd]. Yields the product CC(C)Nc1nccc(-c2c(-c3ccc(F)cc3)nn3c2CNCC3)n1. RXN SMILES: [CH3:38][OH:39].[ClH:1].[F:2][c:3]1[cH:4][cH:5][c:6](-[c:9]2[n:10][n:11]3[c:12]([c:27]2-[c:28]2[n:29][c:30]([NH:34][CH:35]([CH3:36])[CH3:37])[n:31][cH:32][cH:33]2)[CH2:13][N:14]([C:17]([O:18][CH2:19][c:20]2[cH:21][cH:22][cH:23][cH:24][cH:25]2)=[O:26])[CH2:15][CH2:16]3)[cH:7][cH:8]1.[Pd:40]>>[F:2][c:3]1[cH:4][cH:5][c:6](-[c:9]2[n:10][n:11]3[c:12]([c:27]2-[c:28]2[n:29][c:30]([NH:34][CH:35]([CH3:36])[CH3:37])[n:31][cH:32][cH:33]2)[CH2:13][NH:14][CH2:15][CH2:16]3)[cH:7][cH:8]1. Starting materials: O (water), S(=O)(=O)(O[O-])[O-].[K+].[K+] (potassium peroxomonosulfate), O (water), C(C1=CC=CC=C1)C(C(=S)O)CC(C)(C)C (2-benzyl-3-tert.-butylthiopropionic acid). Run in CO (methanol). Reaction conditions: time 8 hour. Yields the product C(C1=CC=CC=C1)C(C(=O)O)CS(=O)(=O)C(C)(C)C (2-benzyl-3-tert.-butylsulfonyl-propionic acid). Isolated yield 82.0%. Reaction SMILES: [CH2:1]([CH:8]([CH2:12]C(C)(C)C)[C:9]([OH:11])=S)[C:2]1[CH:7]=[CH:6][CH:5]=[CH:4][CH:3]=1.[S:17]([O-:22])(O[O-])(=O)=[O:18].[K+].[K+].[OH2:25]>CO>[CH2:1]([CH:8]([CH2:12][S:17]([C:2]([CH3:7])([CH3:3])[CH3:1])(=[O:22])=[O:18])[C:9]([OH:11])=[O:25])[C:2]1[CH:3]=[CH:4][CH:5]=[CH:6][CH:7]=1 |f:1.2.3|. Procedure: 280 mg of 2-benzyl-3-tert.-butylthiopropionic acid was dissolved in 5 ml of methanol and, while cooling with ice, 1 g of potassium peroxomonosulfate in 4 ml of water was added and the whole was stirred overnight at room temperature. The solution was diluted with water and extracted with methylene chloride, and the extracts were dried and concentrated by evaporation (260 mg, 82% yield). 1H NMR: 300 MHz spectrum consistent with proposed structure. Anal. calcd. for C14H20O4S: C, 59.13; H, 7.09. Fou...